This data is from the Open Reaction Database (ORD), a public repository of structured organic reaction records. The task is: describe an organic reaction: reactants, conditions, products, and yield The reactants are OCC=1OC(=CN1)C12CCCN(CC1)C2 ((±)5-(2-hydroxymethyl-1,3-oxazol-5-yl)-1-azabicyclo[3.2.1]octane), S(=O)(Cl)Cl (thionyl chloride). Solvent: C(Cl)(Cl)Cl (chloroform). The product is Cl.ClCC=1OC(=CN1)C12CCCN(CC1)C2 ((±)5-(2-Chloromethyl-1,3-oxazol-5-yl )-1-azabicyclo [3.2.1]octane hydrochloride), solid. Isolated yield 100.0%. As a reaction SMILES: O[CH2:2][C:3]1[O:4][C:5]([C:8]23[CH2:15][N:12]([CH2:13][CH2:14]2)[CH2:11][CH2:10][CH2:9]3)=[CH:6][N:7]=1.S(Cl)([Cl:18])=O>C(Cl)(Cl)Cl>[ClH:18].[Cl:18][CH2:2][C:3]1[O:4][C:5]([C:8]23[CH2:15][N:12]([CH2:13][CH2:14]2)[CH2:11][CH2:10][CH2:9]3)=[CH:6][N:7]=1 |f:3.4|. Procedure: A solution of (±)5-(2-hydroxymethyl-1,3-oxazol-5-yl)-1-azabicyclo[3.2.1]octane (E10) (0.3g, 1.4 mmol) in absolute chloroform (10 ml) under nitrogen, cooled in ice was treated with thionyl chloride (0.31 ml, 4.3 mmole) over 5 minutes. The reaction was allowed to warm up to room temperature over 45 minutes. Evaporation of solvent in vacuo afforded the title compound (D25) as a brown solid (380 mg, 100%) which was used without purification. Reactants: NC=O, NC(=O)c1ccc(F)nc1F, N, O. Yields the product NC(=O)c1ccc(N)nc1F. Reaction SMILES: [CH:14]([NH2:15])=[O:16].[F:1][c:2]1[c:3]([C:4](=[O:5])[NH2:6])[cH:7][cH:8][c:9]([F:11])[n:10]1.[NH3:12].[OH2:13]>>[F:1][c:2]1[c:3]([C:4](=[O:5])[NH2:6])[cH:7][cH:8][c:9]([NH2:12])[n:10]1. Starting materials: C(C=CC=CC)OC1=CC=C(C(=O)C2=CC=C(C=C2)OCC=CC=CC)C=C1 (4,4'-di-2,4-hexadienoxybenzophenone), C1(=CC=CC=C1)[Mg]Br (phenylmagnesium bromide). Run in C1CCOC1 (THF). Reaction conditions: time 3 hour. The product is C(C=CC=CC)OC1=CC=C(C(C2=CC=C(C=C2)OCC=CC=CC)(C2=CC=CC=C2)O)C=C1 (4,4'-di-2,4-hexadienoxytrityl alcohol). The yield is 76.1%. As a reaction SMILES: [CH2:1]([O:7][C:8]1[CH:28]=[CH:27][C:11]([C:12]([C:14]2[CH:19]=[CH:18][C:17]([O:20][CH2:21][CH:22]=[CH:23][CH:24]=[CH:25][CH3:26])=[CH:16][CH:15]=2)=[O:13])=[CH:10][CH:9]=1)[CH:2]=[CH:3][CH:4]=[CH:5][CH3:6].[C:29]1([Mg]Br)[CH:34]=[CH:33][CH:32]=[CH:31][CH:30]=1>C1COCC1>[CH2:1]([O:7][C:8]1[CH:28]=[CH:27][C:11]([C:12]([OH:13])([C:29]2[CH:34]=[CH:33][CH:32]=[CH:31][CH:30]=2)[C:14]2[CH:15]=[CH:16][C:17]([O:20][CH2:21][CH:22]=[CH:23][CH:24]=[CH:25][CH3:26])=[CH:18][CH:19]=2)=[CH:10][CH:9]=1)[CH:2]=[CH:3][CH:4]=[CH:5][CH3:6]. Procedure: Compound 35 (2.0 grams) was dissolved in THF (45 mL) and phenylmagnesium bromide (1.0M solution in THF; 10.6 mL, 10.6 mmol) was added to the solution. The reaction mixture was stirred at room temperature for 3 hours, and evaporated to dryness under vacuum. The residue was redissolved in dichloromethane and washed with a saturated solution of ammonium chloride, followed by water. The organic phase was dried (MgSO4), concentrated in vacuo and purified column chromatography (silica gel; hexane/CH2C... Reactants: Cc1cc(N2CCC(CN3CCCC3C)C2)ccc1N, O=C(O)c1ccc2c(c1)OCO2. The product is Cc1cc(N2CCC(CN3CCCC3C)C2)ccc1NC(=O)c1ccc2c(c1)OCO2. As a reaction SMILES: [CH3:1][c:2]1[c:3]([NH2:20])[cH:4][cH:5][c:6]([N:8]2[CH2:9][CH:10]([CH2:13][N:14]3[CH:15]([CH3:19])[CH2:16][CH2:17][CH2:18]3)[CH2:11][CH2:12]2)[cH:7]1.[O:21]1[CH2:22][O:23][c:24]2[c:25]1[cH:26][cH:27][c:28]([C:30](=[O:31])[OH:32])[cH:29]2>>[CH3:1][c:2]1[c:3]([NH:20][C:30]([c:28]2[cH:27][cH:26][c:25]3[c:24]([cH:29]2)[O:23][CH2:22][O:21]3)=[O:31])[cH:4][cH:5][c:6]([N:8]2[CH2:9][CH:10]([CH2:13][N:14]3[CH:15]([CH3:19])[CH2:16][CH2:17][CH2:18]3)[CH2:11][CH2:12]2)[cH:7]1. The reactants are BrC(Br)(Br)Br, CN(C)C=O, COc1ccc2[nH]c3ccc4c(c3c2c1)C(=O)N(CCO)C4=O, c1ccc(P(c2ccccc2)c2ccccc2)cc1. Yields the product COc1ccc2[nH]c3ccc4c(c3c2c1)C(=O)N(CCBr)C4=O. RXN SMILES: [C:24]([Br:25])([Br:26])([Br:27])[Br:28].[CH3:48][N:49]([CH3:50])[CH:51]=[O:52].[OH:1][CH2:2][CH2:3][N:4]1[C:5](=[O:6])[c:7]2[cH:8][cH:9][c:10]3[nH:11][c:12]4[cH:13][cH:14][c:15]([O:22][CH3:23])[cH:16][c:17]4[c:18]3[c:19]2[C:20]1=[O:21].[c:29]1([P:30]([c:31]2[cH:32][cH:33][cH:34][cH:35][cH:36]2)[c:37]2[cH:38][cH:39][cH:40][cH:41][cH:42]2)[cH:43][cH:44][cH:45][cH:46][cH:47]1>>[CH2:2]([CH2:3][N:4]1[C:5](=[O:6])[c:7]2[cH:8][cH:9][c:10]3[nH:11][c:12]4[cH:13][cH:14][c:15]([O:22][CH3:23])[cH:16][c:17]4[c:18]3[c:19]2[C:20]1=[O:21])[Br:25].